This data is from the Open Reaction Database (ORD), a public repository of structured organic reaction records. The task is: describe an organic reaction: reactants, conditions, products, and yield Reported procedure: As above using 4-aminobutyric acid in place of glycine and n-hexylamine in place of n-heptylamine. Reactants: NCCCC(=O)O (4-aminobutyric acid), C(CCCCC)N (n-hexylamine). Yields the product C(CCCCC)NC(CCCN)=O (N-n-hexyl-4-aminobutyramide). As a reaction SMILES: [NH2:1][CH2:2][CH2:3][CH2:4][C:5]([OH:7])=O.[CH2:8]([NH2:14])[CH2:9][CH2:10][CH2:11][CH2:12][CH3:13]>>[CH2:8]([NH:14][C:5](=[O:7])[CH2:4][CH2:3][CH2:2][NH2:1])[CH2:9][CH2:10][CH2:11][CH2:12][CH3:13].